From a dataset of the Open Reaction Database (ORD), a public repository of structured organic reaction records. describe an organic reaction: reactants, conditions, products, and yield Starting materials: COc1cc2c(cc1C(F)(F)F)c(C(=O)O)cn2C, Nc1cccnc1, Nc1ccccn1, O. The product is COc1cc2c(cc1C(F)(F)F)c(C(=O)Nc1cccnc1)cn2C. RXN SMILES: [CH3:1][O:2][c:3]1[c:4]([C:16]([F:17])([F:18])[F:19])[cH:5][c:6]2[c:7]([C:13](=[O:14])[OH:15])[cH:8][n:9]([CH3:12])[c:10]2[cH:11]1.[NH2:20][c:21]1[cH:22][n:23][cH:24][cH:25][cH:26]1.[NH2:27][c:28]1[cH:29][cH:30][cH:31][cH:32][n:33]1.[OH2:34]>>[CH3:1][O:2][c:3]1[c:4]([C:16]([F:17])([F:18])[F:19])[cH:5][c:6]2[c:7]([C:13](=[O:15])[NH:20][c:21]3[cH:22][n:23][cH:24][cH:25][cH:26]3)[cH:8][n:9]([CH3:12])[c:10]2[cH:11]1. The reactants are C(C)B(CC)CC (triethylborane), alkyl, methyl, ferrous sulfate, OO (hydrogen peroxide), alkyl, O=O (oxygen), trialkylborane, formula VII, C(C1=CC=CC=C1)(=O)C=1NC=CC1CCC(C(=O)OCC)(C(=O)OCC)Br (2-benzoyl-[3-bromo-3,3-di(ethoxycarbonyl)propyl]pyrrole), alkyl. The solvent is CS(=O)C (dimethyl sulfoxide), O (water). The product is C(C1=CC=CC=C1)(=O)C=1N2CCC(C2=CC1)(C(=O)OCC)C(=O)OCC (diethyl 5-benzoyl-2,3-dihydro-1H-pyrrolizine-1,1-dicarboxylate). As a reaction SMILES: [C:1]([C:9]1[NH:10][CH:11]=[CH:12][C:13]=1[CH2:14][CH2:15][C:16](Br)([C:22]([O:24]CC)=[O:23])[C:17]([O:19][CH2:20][CH3:21])=[O:18])(=[O:8])[C:2]1[CH:7]=[CH:6][CH:5]=[CH:4][CH:3]=1.OO.C(B([CH2:35][CH3:36])CC)C.O=O>CS(C)=O.O>[C:1]([C:9]1[N:10]2[C:15](=[CH:14][CH:13]=1)[C:16]([C:22]([O:24][CH2:35][CH3:36])=[O:23])([C:17]([O:19][CH2:20][CH3:21])=[O:18])[CH2:12][CH2:11]2)(=[O:8])[C:2]1[CH:3]=[CH:4][CH:5]=[CH:6][CH:7]=1. Procedure details: To a mixture of a compound of formula VII, preferably 2-benzoyl-[3-bromo-3,3-di(ethoxycarbonyl)propyl]pyrrole, in a suitable solvent, is added an alkyl radical. A preferred alkyl radical, the methyl radical, is derived from the reaction of ferrous sulfate and hydrogen peroxide in dimethyl sulfoxide. In an alternative preferred embodiment, the alkyl radical is derived from a trialkylborane, preferably triethylborane, with oxygen (air) in a nonpolar solvent. The reaction mixture is allowed to stir... Starting materials: ClC1=CC=C(C2=CC=CC=C2C2=NC3=CC=C(C=C3C=C2)C2=NC3=C(N2C2CCCCC2)C=CC(=C3)C(=O)O)C=C1 (2-[2-(4′-Chloro-biphen-2-yl)-quinolin-6-yl]-1-cyclohexyl-1H-benzoimidazole-5-carboxylic acid), N1=CC=C(C=C1)B(O)O (pyridine-4-boronic acid). Yields the product C1(CCCCC1)N1C(=NC2=C1C=CC(=C2)C(=O)O)C=2C=C1C=CC(=NC1=CC2)C2=C(C=CC=C2)C2=CC=NC=C2 (1-Cyclohexyl-2-[2-(2-pyrid-4-yl-phenyl)-quinolin-6-yl]-1H-benzoimidazole-5-carboxylic acid). As a reaction SMILES: ClC1[CH:41]=[CH:40][C:5]([C:6]2[C:11]([C:12]3[CH:21]=[CH:20][C:19]4[C:14](=[CH:15][CH:16]=[C:17]([C:22]5[N:26]([CH:27]6[CH2:32][CH2:31][CH2:30][CH2:29][CH2:28]6)[C:25]6[CH:33]=[CH:34][C:35]([C:37]([OH:39])=[O:38])=[CH:36][C:24]=6[N:23]=5)[CH:18]=4)[N:13]=3)=[CH:10][CH:9]=[CH:8][CH:7]=2)=[CH:4][CH:3]=1.[N:42]1C=CC(B(O)O)=CC=1>>[CH:27]1([N:26]2[C:25]3[CH:33]=[CH:34][C:35]([C:37]([OH:39])=[O:38])=[CH:36][C:24]=3[N:23]=[C:22]2[C:17]2[CH:16]=[C:15]3[C:14](=[CH:19][CH:18]=2)[N:13]=[C:12]([C:11]2[CH:10]=[CH:9][CH:8]=[CH:7][C:6]=2[C:5]2[CH:4]=[CH:3][N:42]=[CH:41][CH:40]=2)[CH:21]=[CH:20]3)[CH2:28][CH2:29][CH2:30][CH2:31][CH2:32]1. Procedure details: The title compound was synthesized as described for Compound 387 except pyridine-4-boronic acid was used instead of 4-chlorophenyl-boronic acid. Starting materials: [H-].[Al+3].[Li+].[H-].[H-].[H-] (Lithium aluminum hydride), C(C)OC(CCC1=C(C=NC=C1)OCOC)=O (3-(3-methoxymethoxypyridin-4-yl)propionic acid ethyl ester), O (water). The solvent is C1CCOC1 (THF). The product is COCOC=1C=NC=CC1CCCO (3-(3-methoxymethoxypyridin-4-yl)-1-propanol). Isolated yield 99.7%. Reaction SMILES: [H-].[Al+3].[Li+].[H-].[H-].[H-].C([O:9][C:10](=O)[CH2:11][CH2:12][C:13]1[CH:18]=[CH:17][N:16]=[CH:15][C:14]=1[O:19][CH2:20][O:21][CH3:22])C.O>C1COCC1>[CH3:22][O:21][CH2:20][O:19][C:14]1[CH:15]=[N:16][CH:17]=[CH:18][C:13]=1[CH2:12][CH2:11][CH2:10][OH:9] |f:0.1.2.3.4.5|. Procedure: Lithium aluminum hydride (6.0 g, 0.16 mmol) is suspended in THF (500 ml), and thereto is added with stirring 3-(3-methoxymethoxypyridin-4-yl)propionic acid ethyl ester (21 g, 89 mmol) obtained in Reference Example 25 at 50° C. over a period of time for 30 minutes. The mixture is heated under reflux for 30 minutes, and thereto are added successively water (6 ml), a 15% sodium hydroxide (6 ml) and water (18 ml) in order to quench the reaction. The reaction solution is filtered to remove the insolu... The reactants are ClCCCBr, COc1ccc(C(C#N)Sc2ccc(C)cc2)cc1OC, CS(C)=O, [H-], [Na+], O. Product: COc1ccc(C(C#N)(CCCCl)Sc2ccc(C)cc2)cc1OC. RXN SMILES: [Br:24][CH2:25][CH2:26][CH2:27][Cl:28].[CH3:1][O:2][c:3]1[cH:4][c:5]([CH:11]([C:12]#[N:13])[S:14][c:15]2[cH:16][cH:17][c:18]([CH3:21])[cH:19][cH:20]2)[cH:6][cH:7][c:8]1[O:9][CH3:10].[CH3:30][S:31](=[O:32])[CH3:33].[H-:22].[Na+:23].[OH2:29]>>[CH3:1][O:2][c:3]1[cH:4][c:5]([C:11]([C:12]#[N:13])([S:14][c:15]2[cH:16][cH:17][c:18]([CH3:21])[cH:19][cH:20]2)[CH2:25][CH2:26][CH2:27][Cl:28])[cH:6][cH:7][c:8]1[O:9][CH3:10]. Reactants: CC(N)c1ccc(Br)cc1, CN(C)CCC(=O)c1cccc(F)c1, CCO, O. Product: CC(NCCC(=O)c1cccc(F)c1)c1ccc(Br)cc1. Reaction SMILES: [Br:15][c:16]1[cH:17][cH:18][c:19]([CH:22]([CH3:23])[NH2:24])[cH:20][cH:21]1.[CH3:1][N:2]([CH2:3][CH2:4][C:5](=[O:6])[c:7]1[cH:8][c:9]([F:13])[cH:10][cH:11][cH:12]1)[CH3:14].[CH3:25][CH2:26][OH:27].[OH2:28]>>[CH2:3]([CH2:4][C:5](=[O:6])[c:7]1[cH:8][c:9]([F:13])[cH:10][cH:11][cH:12]1)[NH:24][CH:22]([c:19]1[cH:18][cH:17][c:16]([Br:15])[cH:21][cH:20]1)[CH3:23].